This data is from the Open Reaction Database (ORD), a public repository of structured organic reaction records. The task is: describe an organic reaction: reactants, conditions, products, and yield Reactants: Cl (hydrogen chloride), N1=C(C=CC=C1)NC1=C(C=CC=C1)N (N-(2-pyridyl)-o-phenylenediamine), CC(C=CC(=O)Cl)C (4-methyl-2-pentenoyl chloride), N1=C(C=CC=C1)N1C(=NC2=C1C=CC=C2)\C=C\C2=CC=CC=C2 ((E)-1-(2-pyridyl)-2-styryl-1H-benzimidazole). The solvent is CO (methanol). The product is Cl.CC(/C=C/C1=NC2=C(N1C1=NC=CC=C1)C=CC=C2)C ((E)-2-(3-Methyl-1-butenyl)-1-(2-pyridyl)-1H-benzimidazole hydrochloride). As a reaction SMILES: N1C=CC=CC=1NC1C=CC=CC=1N.CC(C)C=CC([Cl:21])=O.[N:23]1[CH:28]=[CH:27][CH:26]=[CH:25][C:24]=1[N:29]1[C:33]2[CH:34]=[CH:35][CH:36]=[CH:37][C:32]=2[N:31]=[C:30]1/[CH:38]=[CH:39]/[C:40]1[CH:45]=CC=C[CH:41]=1.Cl>CO>[ClH:21].[CH3:41][CH:40]([CH3:45])/[CH:39]=[CH:38]/[C:30]1[N:29]([C:24]2[CH:25]=[CH:26][CH:27]=[CH:28][N:23]=2)[C:33]2[CH:34]=[CH:35][CH:36]=[CH:37][C:32]=2[N:31]=1 |f:5.6|. Procedure: Free base of the titled compound was prepared from N-(2-pyridyl)-o-phenylenediamine and 4-methyl-2-pentenoyl chloride (Yamada, T.; Takashima, K.; Miyazawa, T.; Kuwata, S.; Watanabe, H. Bull. Chem. Soc. Jpn. 1978, 51, 878) according to the preparation of (E)-1-(2-pyridyl)-2-styryl-1H-benzimidazole (Example 1, method A). The free base was treated with a 10% methanol solution of hydrogen chloride and concentrated to dryness. The residue was recrystallized from ethyl acetate-hexane to give the title... Reactants: COC(=O)c1cccc(C(=O)NS(C)(=O)=O)c1, CO, [Na+], [OH-], O. Yields the product CS(=O)(=O)NC(=O)c1cccc(C(=O)O)c1. Reaction SMILES: [CH3:1][S:2](=[O:3])(=[O:4])[NH:5][C:6](=[O:7])[c:8]1[cH:9][c:10]([C:11](=[O:12])[O:13][CH3:14])[cH:15][cH:16][cH:17]1.[CH3:20][OH:21].[Na+:19].[OH-:18].[OH2:22]>>[CH3:1][S:2](=[O:3])(=[O:4])[NH:5][C:6](=[O:7])[c:8]1[cH:9][c:10]([C:11](=[O:12])[OH:13])[cH:15][cH:16][cH:17]1. Reactants: COc1cc2c(cc1C(=O)C1CCNCC1)c(C(=O)C(=O)N(C)C)cn2C, CCO, Fc1ccc(CBr)cc1. The product is COc1cc2c(cc1C(=O)C1CCN(Cc3ccc(F)cc3)CC1)c(C(=O)C(=O)N(C)C)cn2C. Reaction SMILES: [CH3:1][O:2][c:3]1[c:4]([C:20](=[O:21])[CH:22]2[CH2:23][CH2:24][NH:25][CH2:26][CH2:27]2)[cH:5][c:6]2[c:7]([C:13]([C:14](=[O:15])[N:16]([CH3:17])[CH3:18])=[O:19])[cH:8][n:9]([CH3:12])[c:10]2[cH:11]1.[CH3:37][CH2:38][OH:39].[F:28][c:29]1[cH:30][cH:31][c:32]([CH2:33][Br:34])[cH:35][cH:36]1>>[CH3:1][O:2][c:3]1[c:4]([C:20](=[O:21])[CH:22]2[CH2:23][CH2:24][N:25]([CH2:33][c:32]3[cH:31][cH:30][c:29]([F:28])[cH:36][cH:35]3)[CH2:26][CH2:27]2)[cH:5][c:6]2[c:7]([C:13]([C:14](=[O:15])[N:16]([CH3:17])[CH3:18])=[O:19])[cH:8][n:9]([CH3:12])[c:10]2[cH:11]1. The reactants are C(C1=CC=CC=C1)OC[C@H]1N(C[C@@H](C1)SC(C1=CC=CC=C1)(C1=CC=CC=C1)C1=CC=CC=C1)S(=O)(=O)C ((2S,4R)-2-benzyloxymethyl-1-methanesulfonyl-4-tritylsulfanyl-pyrrolidine), C(C)[SiH](CC)CC (triethylsilane). The solvent is C(=O)(C(F)(F)F)O (TFA). Run at time 18 hour. Yields the product C(C1=CC=CC=C1)OC[C@@H]1C[C@H](CN1S(=O)(=O)C)S ((3R,5S)-5-benzyloxymethyl-1-methanesulfonyl-pyrrolidine-3-thiol). Yield: 75.0%. RXN SMILES: [CH2:1]([O:8][CH2:9][C@@H:10]1[CH2:14][C@@H:13]([S:15]C(C2C=CC=CC=2)(C2C=CC=CC=2)C2C=CC=CC=2)[CH2:12][N:11]1[S:35]([CH3:38])(=[O:37])=[O:36])[C:2]1[CH:7]=[CH:6][CH:5]=[CH:4][CH:3]=1.C([SiH](CC)CC)C>C(O)(C(F)(F)F)=O>[CH2:1]([O:8][CH2:9][C@H:10]1[N:11]([S:35]([CH3:38])(=[O:37])=[O:36])[CH2:12][C@H:13]([SH:15])[CH2:14]1)[C:2]1[CH:7]=[CH:6][CH:5]=[CH:4][CH:3]=1. Procedure details: 9.07 g (20 mmol) of (2S,4R)-(1-methanesulfonyl-4-tritylsulfanyl-pyrrolidin-2-yl)-methanol and 9.5 ml (80 mmol) of benzylbromide were dissolved in 660 ml DMF, cooled to 0° C. and treated with 1.4 g (32 mmol) of 55% NaH over 15 min in 4 portions. The reaction was warmed up over night and treated with 4.75 ml (40 mmol) benzylbromide/700 mg (16 mmol) 55% NaH and 6 h later again with the same amount of benzylbromide/NaH. After further 16 h at room temperature the reaction was quenched with saturated ... As a reaction SMILES: [CH3:34][c:35]1[c:36]([CH3:37])[cH:38][cH:39][cH:40][cH:41]1.[OH2:6].[S:1](=[O:2])(=[O:3])([OH:4])[OH:5].[c:18]1([CH2:24][C:25]([C:26](=[O:27])[O:28][CH2:29][CH2:30][CH2:31][CH3:32])=[O:33])[cH:19][cH:20][cH:21][cH:22][cH:23]1.[c:7]1([CH3:8])[cH:9][cH:10][c:11]([S:12]([OH:13])(=[O:14])=[O:15])[cH:16][cH:17]1>>[c:18]1([CH2:24][C:25]([C:26](=[O:27])[O:28][CH3:29])=[O:33])[cH:19][cH:20][cH:21][cH:22][cH:23]1. The product is COC(=O)C(=O)Cc1ccccc1. The reactants are Cc1ccccc1C, O, O=S(=O)(O)O, CCCCOC(=O)C(=O)Cc1ccccc1, Cc1ccc(S(=O)(=O)O)cc1. The reactants are ClC=1C=C(C(=O)N)C=CC1SC1=CC=C(C=C1)Cl (3-chloro-4-(4-chlorophenylthio)benzamide), solution, B (borane). The solvent is O1CCCC1 (tetrahydrofuran), O1CCCC1 (tetrahydrofuran). Run at temperature 0 celsius, time 30 minute. Yields the product Cl.ClC=1C=C(CN)C=CC1SC1=CC=C(C=C1)Cl (3-chloro-4-(4-chlorophenylthio) benzylamine hydrochloride). The yield is 114.3%. RXN SMILES: [Cl:1][C:2]1[CH:3]=[C:4]([CH:8]=[CH:9][C:10]=1[S:11][C:12]1[CH:17]=[CH:16][C:15]([Cl:18])=[CH:14][CH:13]=1)[C:5]([NH2:7])=O.B>O1CCCC1>[ClH:1].[Cl:1][C:2]1[CH:3]=[C:4]([CH:8]=[CH:9][C:10]=1[S:11][C:12]1[CH:17]=[CH:16][C:15]([Cl:18])=[CH:14][CH:13]=1)[CH2:5][NH2:7] |f:3.4|. Reported procedure: A solution of 3-chloro-4-(4-chlorophenylthio)benzamide (44.7 g, 150 mmol) in tetrahydrofuran (300 ml) was added dropwise over 30 minutes to a stirred 1.0M solution of borane in tetrahydrofuran (450 ml) under a nitrogen atmosphere at ambient temperature. The mixture was refluxed for 16 hours, cooled to 0° C., and quenched by addition of 2.0N hydrochloric acid. The solvent was evaporated under vacuum and the solid residue was slurried in water, filtered, and washed with water (4×300 ml). The solid...